describe an organic reaction: reactants, conditions, products, and yield From a dataset of the Open Reaction Database (ORD), a public repository of structured organic reaction records. Reactants: O1C(OCC1)C(C)[C@H]1CC[C@H]2[C@@H]3C=C[C@]4(C[C@H](C[C@@H]([C@]4(C)[C@H]3CC[C@]12C)OC(C)=O)OCOC)O (20-(1,3-dioxolan-2-yl)-1α-acetoxy-3β-(methoxymethyl)oxypregn-6-en-5α-ol), C(OC)(OC)=O (dimethyl carbonate), C(C)(=O)O (acetic acid). Reaction conditions: temperature 100 celsius, time 12 hour. The product is O1C(OCC1)C(C)[C@H]1CC[C@H]2[C@@H]3[C@@H](C=C4C[C@H](C[C@@H]([C@]4(C)[C@H]3CC[C@]12C)OC(C)=O)OCOC)OC(=O)OC (20-(1,3-dioxolan-2-yl)-1α-acetoxy-3β-(methoxymethyl)oxy-7α-(methoxycarbonyl)oxypregn-5-ene). As a reaction SMILES: [O:1]1[CH2:5][CH2:4][O:3][CH:2]1[CH:6]([C@@H:8]1[C@:25]2([CH3:26])[C@H:11]([C@H:12]3[C@H:22]([CH2:23][CH2:24]2)[C@:20]2([CH3:21])[C@:15](O)([CH2:16][C@@H:17]([O:31][CH2:32][O:33][CH3:34])[CH2:18][C@@H:19]2[O:27][C:28](=[O:30])[CH3:29])[CH:14]=[CH:13]3)[CH2:10][CH2:9]1)[CH3:7].C(O)(=O)C.[C:40](=[O:45])([O:43]C)[O:41][CH3:42]>>[O:1]1[CH2:5][CH2:4][O:3][CH:2]1[CH:6]([C@@H:8]1[C@:25]2([CH3:26])[C@H:11]([C@H:12]3[C@H:22]([CH2:23][CH2:24]2)[C@:20]2([CH3:21])[C:15]([CH2:16][C@@H:17]([O:31][CH2:32][O:33][CH3:34])[CH2:18][C@@H:19]2[O:27][C:28](=[O:30])[CH3:29])=[CH:14][C@H:13]3[O:45][C:40]([O:41][CH3:42])=[O:43])[CH2:10][CH2:9]1)[CH3:7]. Procedure: In 10 ml of dimethyl carbonate was dissolved 350 mg of 20-(1,3-dioxolan-2-yl)-1α-acetoxy-3β-(methoxymethyl)oxypregn-6-en-5α-ol, following by addition of 0.2 ml of acetic acid. The mixture was stirred in an atmosphere of argon gas at a temperature of 100° C. for 12 hours. The reaction mixture was then worked up in the same manner as Example 132 to give 130 mg of 20-(1,3-dioxolan-2-yl)-1α-acetoxy-3β-(methoxymethyl)oxy-7α-(methoxycarbonyl)oxypregn-5-ene showing the following physical properties. Starting materials: CNC, CCOC(C)=O, O=S(=O)(O)Cl, Cl, O=C1Nc2ccccc2C1=O, O. Yields the product CN(C)S(=O)(=O)c1ccc2c(c1)C(=O)C(=O)N2. Reaction SMILES: [CH3:17][NH:18][CH3:19].[CH3:22][CH2:23][O:24][C:25](=[O:26])[CH3:27].[Cl:12][S:13](=[O:14])(=[O:15])[OH:16].[ClH:20].[O:1]=[C:2]1[NH:3][c:4]2[cH:5][cH:6][cH:7][cH:8][c:9]2[C:10]1=[O:11].[OH2:21]>>[O:1]=[C:2]1[NH:3][c:4]2[cH:5][cH:6][c:7]([S:13](=[O:14])(=[O:16])[N:18]([CH3:17])[CH3:19])[cH:8][c:9]2[C:10]1=[O:11]. Reported procedure: Following a procedure analogous to the procedure described in Example 26 using N-{2-chloro-3-[5-(2-chloro-4-pyrimidinyl)-2-(4-morpholinyl)-1,3-thiazol-4-yl]phenyl}-3-furansulfonamide (114 mg, 0.212 mmol) and ammonium formate (134 mg, 2.11 mmol), the title compound was obtained as a white solid (33 mg, 29% yield). MS (ESI): 503 [M+H]+. Yields the product ClC1=C(C=CC=C1C=1N=C(SC1C1=NC=NC=C1)N1CCOCC1)NS(=O)(=O)C1=COC=C1 (N-{2-chloro-3-[2-(4-morpholinyl)-5-(4-pyrimidinyl)-1,3-thiazol-4-yl]phenyl}-3-furansulfonamide), solid. As a reaction SMILES: [Cl:1][C:2]1[C:7]([C:8]2[N:9]=[C:10]([N:20]3[CH2:25][CH2:24][O:23][CH2:22][CH2:21]3)[S:11][C:12]=2[C:13]2[CH:18]=[CH:17][N:16]=[C:15](Cl)[N:14]=2)=[CH:6][CH:5]=[CH:4][C:3]=1[NH:26][S:27]([C:30]1[CH:34]=[CH:33][O:32][CH:31]=1)(=[O:29])=[O:28].C([O-])=O.[NH4+]>>[Cl:1][C:2]1[C:7]([C:8]2[N:9]=[C:10]([N:20]3[CH2:21][CH2:22][O:23][CH2:24][CH2:25]3)[S:11][C:12]=2[C:13]2[CH:18]=[CH:17][N:16]=[CH:15][N:14]=2)=[CH:6][CH:5]=[CH:4][C:3]=1[NH:26][S:27]([C:30]1[CH:34]=[CH:33][O:32][CH:31]=1)(=[O:28])=[O:29] |f:1.2|. Isolated yield 29.0%. Reactants: ClC1=C(C=CC=C1C=1N=C(SC1C1=NC(=NC=C1)Cl)N1CCOCC1)NS(=O)(=O)C1=COC=C1 (N-{2-chloro-3-[5-(2-chloro-4-pyrimidinyl)-2-(4-morpholinyl)-1,3-thiazol-4-yl]phenyl}-3-furansulfonamide), C(=O)[O-].[NH4+] (ammonium formate).